describe an organic reaction: reactants, conditions, products, and yield From a dataset of the Open Reaction Database (ORD), a public repository of structured organic reaction records. Reactants: FC(C(=O)O)(F)F (Trifluoroacetic acid), C(C)(C)(C)OC(=O)CON=C(C(=O)NC1[C@@H]2N(C(=C(CS2)C[N+]2=CC=CC=C2)C(=O)[O-])C1=O)C=1N=C(SC1Cl)N (7-[2-t-butoxycarbonylmethoxyimino-2-(2-amino-5-chlorothiazol-4-yl)acetamido]-3-(1-pyridiniomethyl)-3-cephem-4-carboxylate), C(C)(C)OC(C)C (diisopropyl ether). Run in C(Cl)Cl (methylene chloride), C1(=CC=CC=C1)OC (anisole). Yields the product C(=O)(O)CON=C(C(=O)NC1[C@@H]2N(C(=C(CS2)C[N+]2=CC=CC=C2)C(=O)[O-])C1=O)C=1N=C(SC1Cl)N (7-[2-carboxymethoxyimino-2-(2-amino-5-chlorothiazol-4-yl)acetamido]-3-(1-pyridiniomethyl)-3-cephem-4-carboxylate). The yield is 38.2%. Reaction SMILES: FC(F)(F)C(O)=O.C([O:12][C:13]([CH2:15][O:16][N:17]=[C:18]([C:41]1[N:42]=[C:43]([NH2:47])[S:44][C:45]=1[Cl:46])[C:19]([NH:21][CH:22]1[C:39](=[O:40])[N:24]2[C:25]([C:36]([O-:38])=[O:37])=[C:26]([CH2:29][N+:30]3[CH:35]=[CH:34][CH:33]=[CH:32][CH:31]=3)[CH2:27][S:28][C@H:23]12)=[O:20])=[O:14])(C)(C)C.C(OC(C)C)(C)C>C(Cl)Cl.C1(OC)C=CC=CC=1>[C:13]([CH2:15][O:16][N:17]=[C:18]([C:41]1[N:42]=[C:43]([NH2:47])[S:44][C:45]=1[Cl:46])[C:19]([NH:21][CH:22]1[C:39](=[O:40])[N:24]2[C:25]([C:36]([O-:38])=[O:37])=[C:26]([CH2:29][N+:30]3[CH:31]=[CH:32][CH:33]=[CH:34][CH:35]=3)[CH2:27][S:28][C@H:23]12)=[O:20])([OH:14])=[O:12]. Procedure details: Trifluoroacetic acid (11.2 ml) was added to a solution of 7-[2-t-butoxycarbonylmethoxyimino-2-(2-amino-5-chlorothiazol-4-yl)acetamido]-3-(1-pyridiniomethyl)-3-cephem-4-carboxylate (syn isomer) (2.8 g) in methylene chloride (6 ml) and anisole (2.8 ml) under ice-cooling, and the mixture was stirred for an hour at ambient temperature. The reaction mixture was added to diisopropyl ether (120 ml) and precipitates were filtered. The precipitates were added to water and adjusted to pH 4.0 with 10% aque... Starting materials: CC1=CC=CC(=N1)C(C(=S)N)C=C (2-(6-methyl-2-pyridyl)-3-thiobutenamide), N1CCOCC1 (morpholine), C=O (formalin). Yields the product O1CCN(CC1)CNC(C(C=C)C1=NC(=CC=C1)C)=S (N-morpholinomethyl-2-(6-methyl-2-pyridyl)-3-thiobuteneamide). Reaction SMILES: [CH3:1][C:2]1[N:7]=[C:6]([CH:8]([CH:12]=[CH2:13])[C:9]([NH2:11])=[S:10])[CH:5]=[CH:4][CH:3]=1.[NH:14]1[CH2:19][CH2:18][O:17][CH2:16][CH2:15]1.[CH2:20]=O>>[O:17]1[CH2:18][CH2:19][N:14]([CH2:20][NH:11][C:9](=[S:10])[CH:8]([C:6]2[CH:5]=[CH:4][CH:3]=[C:2]([CH3:1])[N:7]=2)[CH:12]=[CH2:13])[CH2:15][CH2:16]1. Procedure: Reacting 2-(6-methyl-2-pyridyl)-3-thiobutenamide with morpholine and formalin by the procedure of Example 1 gives N-morpholinomethyl-2-(6-methyl-2-pyridyl)-3-thiobuteneamide. Starting materials: BrCC=1C=NC(=NC1)C1=CC=CC=C1 (5-(Bromomethyl)-2-phenylpyrimidine), N1=CC(=CC=C1)B(O)O (pyridine-3-boronic acid). Reaction conditions: time 30 minute. Product: C1(=CC=CC=C1)C1=NC=C(C=N1)CC=1C=NC=CC1 (2-Phenyl-5-(pyridin-3-ylmethyl)pyrimidine). RXN SMILES: Br[CH2:2][C:3]1[CH:4]=[N:5][C:6]([C:9]2[CH:14]=[CH:13][CH:12]=[CH:11][CH:10]=2)=[N:7][CH:8]=1.[N:15]1[CH:20]=[CH:19][CH:18]=[C:17](B(O)O)[CH:16]=1>>[C:9]1([C:6]2[N:5]=[CH:4][C:3]([CH2:2][C:17]3[CH:16]=[N:15][CH:20]=[CH:19][CH:18]=3)=[CH:8][N:7]=2)[CH:14]=[CH:13][CH:12]=[CH:11][CH:10]=1. Reported procedure: Synthesized using compound 64a (100 mg, 0.41 mmol) and pyridine-3-boronic acid (74 mg, 0.60 mmol) according to Method C. Crude product was purified by flash chromatography on silica-gel using a mixture of hexane/ethyl acetate (1:2) as eluent. After flash chromatography the product was solved in ethyl acetate and a few drops of conc. HCl and water were added. After stirring for 30 minutes the phases were separated and water phase was neutralized with aqueous Na2CO3-solution (2M). After extraction... Starting materials: C(CCC)C12CC3=CC(=CC=C3C2=C(C(CC1)=O)C#N)OC (9a-butyl-4-cyano-7-methoxy-1,2,9,9a-tetrahydro-3H-fluoren-3-one), Cl.N1=CC=CC=C1 (pyridine hydrochloride). Reaction conditions: temperature 192.5 celsius. Product: C(CCC)C12CC3=CC(=CC=C3C2=C(C(CC1)=O)C#N)O (9a-butyl-4-cyano-7-hydroxy-1,2,9,9a-tetrahydro-3H-fluoren-3-one). As a reaction SMILES: [CH2:1]([C:5]12[CH2:17][CH2:16][C:15](=[O:18])[C:14]([C:19]#[N:20])=[C:13]1[C:12]1[C:7](=[CH:8][C:9]([O:21]C)=[CH:10][CH:11]=1)[CH2:6]2)[CH2:2][CH2:3][CH3:4].Cl.N1C=CC=CC=1>>[CH2:1]([C:5]12[CH2:17][CH2:16][C:15](=[O:18])[C:14]([C:19]#[N:20])=[C:13]1[C:12]1[C:7](=[CH:8][C:9]([OH:21])=[CH:10][CH:11]=1)[CH2:6]2)[CH2:2][CH2:3][CH3:4] |f:1.2|. Reported procedure: A mixture of 9a-butyl-4-cyano-7-methoxy-1,2,9,9a-tetrahydro-3H-fluoren-3-one (17 mg) and pyridine hydrochloride (2 g) was placed under a nitrogen atmosphere and heated in an oil bath at 190-195° C. for 1 hour. After cooling to room temperature, the mixture was partitioned between EtOAc (20 ml) and water (30 mL). The organic portion was washed with brine (10 mL), dried over MgSO4, filtered, and evaporated under vacuum to an oil (16 mg). The crude product was purified by preparative layer chromato... Procedure: The title compound was prepared by substituting cyclohexanone for EXAMPLE 64B and 3-bromo-2-methylaniline for dimethylamine in EXAMPLE 68A. Reactants: BrC=1C(=C(N)C=CC1)C (3-bromo-2-methylaniline), CNC (dimethylamine). Yields the product BrC=1C(=C(C=CC1)NC1CCCCC1)C ((3-Bromo-2-methyl-phenyl)-cyclohexyl-amine). As a reaction SMILES: [Br:1][C:2]1[C:3](C)=[C:4]([CH:6]=[CH:7][CH:8]=1)N.[CH3:10][NH:11][CH3:12]>>[Br:1][C:2]1[C:8]([CH3:7])=[C:10]([NH:11][CH:12]2[CH2:4][CH2:3][CH2:2][CH2:8][CH2:7]2)[CH:6]=[CH:4][CH:3]=1. Reactants: CCOC(=O)C1(NC(=O)c2cccc(C)c2C=C(C)C)Cc2ccc(F)cc2C1, CCO, [K+], [OH-], O. The product is CC(C)=Cc1c(C)cccc1C(=O)NC1(C(=O)O)Cc2ccc(F)cc2C1. RXN SMILES: [CH2:1]([CH3:2])[O:3][C:4](=[O:5])[C:6]1([NH:16][C:17]([c:18]2[c:19]([CH:25]=[C:26]([CH3:27])[CH3:28])[c:20]([CH3:24])[cH:21][cH:22][cH:23]2)=[O:29])[CH2:7][c:8]2[cH:9][cH:10][c:11]([F:15])[cH:12][c:13]2[CH2:14]1.[CH3:33][CH2:34][OH:35].[K+:31].[OH-:30].[OH2:32]>>[O:3]=[C:4]([OH:5])[C:6]1([NH:16][C:17]([c:18]2[c:19]([CH:25]=[C:26]([CH3:27])[CH3:28])[c:20]([CH3:24])[cH:21][cH:22][cH:23]2)=[O:29])[CH2:7][c:8]2[cH:9][cH:10][c:11]([F:15])[cH:12][c:13]2[CH2:14]1. The reactants are ClC1=NC(=C2C(N1)=NC=C2)Cl (2,4-dichloro-1H-pyrrolo[2,3-d]pyrimidine), C(CCC)[Sn](C=1OC=CC1)(CCCC)CCCC (2-(tributylstannyl)-furan). Reagents/catalysts: Cl[Pd]([P](C1=CC=CC=C1)(C2=CC=CC=C2)C3=CC=CC=C3)([P](C4=CC=CC=C4)(C5=CC=CC=C5)C6=CC=CC=C6)Cl (PdCl2(PPh3)2). Run in C(C)OCC (diethyl ether), CN(C)C=O (DMF). Run at time 16 hour. Yields the product ClC1=NC(=C2C(N1)=NC=C2)C=2OC=CC2 (2-Chloro-4-(2-furyl)-1H-pyrrolo[2,3-d]pyrimidin). The yield is 61.4%. As a reaction SMILES: [Cl:1][C:2]1[NH:7][C:6]2=[N:8][CH:9]=[CH:10][C:5]2=[C:4](Cl)[N:3]=1.C([Sn](CCCC)(CCCC)[C:17]1[O:18][CH:19]=[CH:20][CH:21]=1)CCC>CN(C=O)C.C(OCC)C.Cl[Pd](Cl)([P](C1C=CC=CC=1)(C1C=CC=CC=1)C1C=CC=CC=1)[P](C1C=CC=CC=1)(C1C=CC=CC=1)C1C=CC=CC=1>[Cl:1][C:2]1[NH:7][C:6]2=[N:8][CH:9]=[CH:10][C:5]2=[C:4]([C:17]2[O:18][CH:19]=[CH:20][CH:21]=2)[N:3]=1 |^1:42,61|. Reported procedure: A solution of 2,4-dichloro-1H-pyrrolo[2,3-d]pyrimidine (4.1 g, 21.8 mmol) in DMF (20 mL) was treated with PdCl2(PPh3)2 (772 mg, 0.17 mmol) and 2-(tributylstannyl)-furan (6.9 mL, 21.8 mmol), stirred at room temperature for 16 h, diluted with diethyl ether and filtered to give the title compound (2.94 g, 61%) as a pale orange solid. Starting materials: C(C)(C)(C)OC(=O)C1=C(CS[C@H]2N1C([C@@]2(OC)N)=O)C(OCC)(SC2=NN=NN2)CP(=O)OC(C)(C)C (7β-amino-7α-methoxy-3-(1-ethoxy-t-butoxyphosphinylmethyltetrazol-5-ylthiomethyl)-3-cephem-4-carboxylic acid t-butyl ester), C(C)N(C1=CC=CC=C1)CC (N,N-diethylaniline), D-O-dichloroacetylmandeloyl chloride. Solvent: C(Cl)Cl (methylene chloride), C(Cl)Cl (methylene chloride). Run at time 30 minute. The product is C([C@H](O)C1=CC=CC=C1)(=O)N[C@]1([C@@H]2N(C(=C(CS2)C(OCC)(SC2=NN=NN2)CP(=O)O)C(=O)O)C1=O)OC (7β-D-Mandelamido-7α-methoxy-3-(1-ethoxyhydroxyphosphinylmethyltetrazol-5-ylthiomethyl)-3-cephem-4-carboxylic acid). Reaction SMILES: C([O:5][C:6]([C:8]1[N:13]2[C:14](=[O:19])[C@:15]([NH2:18])([O:16][CH3:17])[C@H:12]2[S:11][CH2:10][C:9]=1[C:20]([CH2:30][PH:31]([O:33]C(C)(C)C)=[O:32])([S:24][C:25]1[NH:29][N:28]=[N:27][N:26]=1)[O:21][CH2:22][CH3:23])=[O:7])(C)(C)C.C(N(CC)[C:41]1[CH:46]=[CH:45][CH:44]=[CH:43][CH:42]=1)C>C(Cl)Cl>[C:15]([NH:18][C@:15]1([O:16][CH3:17])[C:14](=[O:19])[N:13]2[C:8]([C:6]([OH:5])=[O:7])=[C:9]([C:20]([CH2:30][PH:31]([OH:33])=[O:32])([S:24][C:25]3[NH:26][N:27]=[N:28][N:29]=3)[O:21][CH2:22][CH3:23])[CH2:10][S:11][C@H:12]12)(=[O:16])[C@@H:14]([C:41]1[CH:42]=[CH:43][CH:44]=[CH:45][CH:46]=1)[OH:19]. Procedure: A solution of 1.16 g (2 mmol) of 7β-amino-7α-methoxy-3-(1-ethoxy-t-butoxyphosphinylmethyltetrazol-5-ylthiomethyl)-3-cephem-4-carboxylic acid t-butyl ester and 0.30 g (2 mmol) of N,N-diethylaniline in 100 ml of dry methylene chloride is stirred at 0°-5° while 0.56 g (2 mmol) of D-O-dichloroacetylmandeloyl chloride in 10 ml of methylene chloride is added dropwise over 10 minutes. The mixture is stirred in the cold for 30 minutes then warmed to room temperature and stirred for an additional 30 minu... Reaction SMILES: [CH2:1]([CH:2]=[CH2:3])[NH:4][c:5]1[n:6][c:7]([Cl:18])[n:8][c:9]2[cH:10][cH:11][c:12]([N+:15](=[O:16])[O-:17])[cH:13][c:14]12.[CH3:19][NH2:20].[OH2:21]>>[CH2:1]([CH:2]=[CH2:3])[NH:4][c:5]1[n:6][c:7]([NH:20][CH3:19])[n:8][c:9]2[cH:10][cH:11][c:12]([N+:15](=[O:16])[O-:17])[cH:13][c:14]12. The reactants are C=CCNc1nc(Cl)nc2ccc([N+](=O)[O-])cc12, CN, O. The product is C=CCNc1nc(NC)nc2ccc([N+](=O)[O-])cc12. Starting materials: C(C)(C)(C)OC (methyl tert-butyl ether), BrC=1C=CC(=C(C1)C(=O)C1=CC=C(C=C1)OC)Cl ((5-bromo-2-chlorophenyl)(4-methoxyphenyl)methanone), C(C)[SiH](CC)CC (triethyl silane), boron trifluoride-diethyl, C([O-])(O)=O.[Na+] (sodium bicarbonate). Solvent: C(C)#N (acetonitrile), C(C)O (ethanol), C(Cl)Cl (methylene chloride). Reaction conditions: time 20 minute. Product: BrC1=CC(=C(C=C1)Cl)CC1=CC=C(C=C1)OC (4-bromo-1-chloro-2-(4-methoxybenzyl)benzene). The yield is 89.5%. Reaction SMILES: [Br:1][C:2]1[CH:3]=[CH:4][C:5]([Cl:18])=[C:6]([C:8]([C:10]2[CH:15]=[CH:14][C:13]([O:16][CH3:17])=[CH:12][CH:11]=2)=O)[CH:7]=1.C([SiH](CC)CC)C.C(OC)(C)(C)C.C(=O)(O)[O-].[Na+]>C(Cl)Cl.C(#N)C.C(O)C>[Br:1][C:2]1[CH:3]=[CH:4][C:5]([Cl:18])=[C:6]([CH2:8][C:10]2[CH:15]=[CH:14][C:13]([O:16][CH3:17])=[CH:12][CH:11]=2)[CH:7]=1 |f:3.4|. Procedure: (5-bromo-2-chlorophenyl)(4-methoxyphenyl)methanone (265 g, 0.81 mol) was dissolved in methylene chloride (515 mL) and acetonitrile (1030 mL). To the resulting mixture was added triethyl silane (352 mL, 2.22 mol). Then to the resulting mixture was added dropwise boron trifluoride-diethyl etherate (273 mL, 2.22 mol) at 0° C. under a nitrogen protection. After the completion of dropwise addition, the resulting mixture was stirred for 20 min, warmed up to room temperature and reacted for 2 hr. TLC i...